This data is from the Open Reaction Database (ORD), a public repository of structured organic reaction records. The task is: describe an organic reaction: reactants, conditions, products, and yield Starting materials: CON1C(CC(CC1(C)C)O)(C)C (1-methoxy-2,2,6,6-tetramethyl-piperidin-4-ol), COC(=O)Cl (methylchloroformate). The product is ClC(=O)OC1CC(N(C(C1)(C)C)OC)(C)C (1-Methoxy-2,2,6,6-tetramethylpiperidin-4-yl Cloroformate). Reaction SMILES: [CH3:1][O:2][N:3]1[C:8]([CH3:10])([CH3:9])[CH2:7][CH:6]([OH:11])[CH2:5][C:4]1([CH3:13])[CH3:12].C[O:15][C:16]([Cl:18])=O>>[Cl:18][C:16]([O:11][CH:6]1[CH2:7][C:8]([CH3:9])([CH3:10])[N:3]([O:2][CH3:1])[C:4]([CH3:13])([CH3:12])[CH2:5]1)=[O:15]. Reported procedure: The title compound is prepared by reacting 1-methoxy-2,2,6,6-tetramethyl-piperidin-4-ol (1 mole) with methylchloroformate (1 mole). The reactants are CC(CC(N)=S)C (3-Methylbutanethioamide), BrCC(C(=O)OCC)=O (ethyl 3-bromo-2-oxopropanoate). Solvent: C(C)O (ethanol). Run at time 8 hour. Yields the product C(C(C)C)C=1SC=C(N1)C(=O)OCC (Ethyl 2-isobutylthiazole-4-carboxylate). Reaction SMILES: [CH3:1][CH:2]([CH3:7])[CH2:3][C:4](=[S:6])[NH2:5].Br[CH2:9][C:10](=O)[C:11]([O:13][CH2:14][CH3:15])=[O:12]>C(O)C>[CH2:3]([C:4]1[S:6][CH:9]=[C:10]([C:11]([O:13][CH2:14][CH3:15])=[O:12])[N:5]=1)[CH:2]([CH3:7])[CH3:1]. Procedure details: To a solution of 3-methylbutanethioamide (example 72, step b) (5.6 g) in ethanol (100 mL) was added ethyl 3-bromo-2-oxopropanoate (6.7 mL). The resulting mixture was stirred overnight at RT, then heated at reflux for 5 h. The solvent was evaporated and the residue was partitioned between ethyl acetate (250 mL) and saturated sodium hydrogen carbonate solution (100 mL). The layers were separated and the organic phase was washed with brine (100 mL), dried over magnesium sulphate, filtered and evapo... The reactants are [N+](=O)([O-])C1CN(CCN1C(=O)OC(C)(C)C)C1=NC=CC=C1 (3-Nitro-4-boc piperizinyl pyridine). The reagents and catalysts are [Pd] (Pd/C). The solvent is C(Cl)Cl (DCM). Conditions: time 8 hour. Yields the product C(C)(C)(C)OC(=O)N1CCN(CC1)C1=C(C=NC=C1)N (4-(3-Amino-pyridin-4-yl)-piperazine-1-carboxylic acid tert-butyl ester). Yield: 197.6%. RXN SMILES: [N+]([CH:4]1[N:9]([C:10]([O:12][C:13]([CH3:16])([CH3:15])[CH3:14])=[O:11])[CH2:8][CH2:7][N:6]([C:17]2[CH:22]=[CH:21]C=CN=2)[CH2:5]1)([O-])=O>C(Cl)Cl.[Pd]>[C:13]([O:12][C:10]([N:9]1[CH2:4][CH2:5][N:6]([C:17]2[CH:22]=[CH:21][N:6]=[CH:5][C:4]=2[NH2:9])[CH2:7][CH2:8]1)=[O:11])([CH3:14])([CH3:15])[CH3:16]. Reported procedure: Step 2) 3-Nitro-4-boc piperizinyl pyridine 3 (37 g, 0.12 mol) was dissolved in DCM (500 mL). The resulting solution was subjected Pd/C (10%, 14.8 g) and was kept under hydrogen atmosphere at room temperature. Overnight stirring and monitored the reaction progress until the reaction is complete. The reaction solution was filtered through celite, washed with DCM/MeOH and concentrated to give the product, 4-(3-Amino-pyridin-4-yl)-piperazine-1-carboxylic acid tert-butyl ester 4 (33 g) in the yield o... Reactants: CCCC[Sn](CI)(CCCC)CCCC, CCCCCCC, CN(C)C=O, CC(C)CO, [H-], [Na+], C1CCOC1, O. The product is CCCC[Sn](CCCC)(CCCC)COCC(C)C. RXN SMILES: [CH2:13]([CH2:14][CH2:15][CH3:16])[Sn:17]([CH2:18][I:19])([CH2:20][CH2:21][CH2:22][CH3:23])[CH2:24][CH2:25][CH2:26][CH3:27].[CH3:29][CH2:30][CH2:31][CH2:32][CH2:33][CH2:34][CH3:35].[CH3:36][N:37]([CH3:38])[CH:39]=[O:40].[CH3:8][CH:9]([CH2:10][OH:11])[CH3:12].[H-:1].[Na+:2].[O:3]1[CH2:4][CH2:5][CH2:6][CH2:7]1.[OH2:28]>>[CH3:8][CH:9]([CH2:10][O:11][CH2:18][Sn:17]([CH2:13][CH2:14][CH2:15][CH3:16])([CH2:20][CH2:21][CH2:22][CH3:23])[CH2:24][CH2:25][CH2:26][CH3:27])[CH3:12]. Reactants: C(#N)C=1N=C(C2=CC=CC=C2C1)O[C@@H]1CN(CC1)C(=O)OC(C)(C)C ((S)-tert-butyl 3-((3-cyanoisoquinolin-1-yl)oxy)pyrrolidine-1-carboxylate), N(N)C(=O)OCC (ethyl hydrazinecarboxylate). The solvent is CN1CCCC1=O (NMP), CCOC(=O)C (EtOAc). Conditions: temperature 160 celsius. Product: O=C1NC(=NN1)C=1N=C(C2=CC=CC=C2C1)O[C@@H]1CN(CC1)C(=O)OC(C)(C)C ((S)-tert-butyl 3-((3-(5-oxo-4,5-dihydro-1H-1,2,4-triazol-3-yl)isoquinolin-1-yl)oxy)pyrrolidine-1-carboxylate). Reaction SMILES: [C:1]([C:3]1[N:4]=[C:5]([O:13][C@H:14]2[CH2:18][CH2:17][N:16]([C:19]([O:21][C:22]([CH3:25])([CH3:24])[CH3:23])=[O:20])[CH2:15]2)[C:6]2[C:11]([CH:12]=1)=[CH:10][CH:9]=[CH:8][CH:7]=2)#[N:2].[NH:26]([C:28](OCC)=[O:29])[NH2:27]>CN1C(=O)CCC1.CCOC(C)=O>[O:29]=[C:28]1[NH:26][N:27]=[C:1]([C:3]2[N:4]=[C:5]([O:13][C@H:14]3[CH2:18][CH2:17][N:16]([C:19]([O:21][C:22]([CH3:25])([CH3:24])[CH3:23])=[O:20])[CH2:15]3)[C:6]3[C:11]([CH:12]=2)=[CH:10][CH:9]=[CH:8][CH:7]=3)[NH:2]1. Procedure: A mixture of (S)-tert-butyl 3-((3-cyanoisoquinolin-1-yl)oxy)pyrrolidine-1-carboxylate (1.61 g, 4.74 mmol) and ethyl hydrazinecarboxylate (1.482 g, 14.23 mmol) in NMP (8 mL) was heated at 160° C. overnight. The reaction mixture was diluted with EtOAc and washed with water (2×). The aqueous layer was back-extracted with EtOAc. The organic layers were combined, dried over MgSO4, filtered, and evaporated in vacuo to give the title compound as a pale oil, which was used without further purification. ... The reactants are CC(C)(C)OC(=O)N1CC(OCc2ccc(Cl)cc2)CC1C(=O)O, ClCCl, O=C(O)C(F)(F)F. Yields the product O=C(O)C1CC(OCc2ccc(Cl)cc2)CN1. Reaction SMILES: [C:1]([O:2][C:3](=[O:4])[N:8]1[CH:9]([C:22](=[O:23])[OH:24])[CH2:10][CH:11]([O:13][CH2:14][c:15]2[cH:16][cH:17][c:18]([Cl:21])[cH:19][cH:20]2)[CH2:12]1)([CH3:5])([CH3:6])[CH3:7].[Cl:32][CH2:33][Cl:34].[OH:25][C:26]([C:27]([F:28])([F:29])[F:30])=[O:31]>>[NH:8]1[CH:9]([C:22](=[O:23])[OH:24])[CH2:10][CH:11]([O:13][CH2:14][c:15]2[cH:16][cH:17][c:18]([Cl:21])[cH:19][cH:20]2)[CH2:12]1. Reactants: C(C)(=O)NC=1C=C2COC(=O)C2=CC1 (5-acetamido-phthalide), [H-].[Na+] (sodium hydride), OC(COS(=O)(=O)C1=CC=C(C=C1)C)(CC(C)C1=CC=CC=C1)C(F)(F)F (4-toluenesulfonic acid-(2-hydroxy-4-phenyl-2-trifluoromethyl-pentyl)-ester). Solvent: CN(C=O)C (dimethylformamide). Reaction conditions: time 20 minute. Yields the product OC(CNC=1C=C2COC(=O)C2=CC1)(CC(C)C1=CC=CC=C1)C(F)(F)F (5-(2-hydroxy-4-phenyl-2-trifluoromethyl-pentylamino)-phthalide). The yield is 35.3%. As a reaction SMILES: C([NH:4][C:5]1[CH:6]=[C:7]2[C:12](=[CH:13][CH:14]=1)[C:10](=[O:11])[O:9][CH2:8]2)(=O)C.[H-].[Na+].[OH:17][C:18]([C:40]([F:43])([F:42])[F:41])([CH2:31][CH:32]([C:34]1[CH:39]=[CH:38][CH:37]=[CH:36][CH:35]=1)[CH3:33])[CH2:19]OS(C1C=CC(C)=CC=1)(=O)=O>CN(C)C=O>[OH:17][C:18]([C:40]([F:41])([F:42])[F:43])([CH2:31][CH:32]([C:34]1[CH:35]=[CH:36][CH:37]=[CH:38][CH:39]=1)[CH3:33])[CH2:19][NH:4][C:5]1[CH:6]=[C:7]2[C:12](=[CH:13][CH:14]=1)[C:10](=[O:11])[O:9][CH2:8]2 |f:1.2|. Procedure: 760 mg of 5-acetamido-phthalide in 20 ml of dimethylformamide is mixed at 0° C. with 144 mg of sodium hydride (80% in mineral oil), and, after 20 minutes, with 800 mg of 4-toluenesulfonic acid-(2-hydroxy-4-phenyl-2-trifluoromethyl-pentyl)-ester. After 16 hours at 60° C., the solvent is concentrated by evaporation in a vacuum, the residue is dissolved in ethyl acetate, washed with water, dried (Na2SO4) and concentrated by evaporation. After chromatography on silica gel with cyclohexane/ethyl acet...